This data is from the Open Reaction Database (ORD), a public repository of structured organic reaction records. The task is: describe an organic reaction: reactants, conditions, products, and yield The reactants are C(C(C)C)N1CCNCC1 (1-isobutylpiperazine), BrCC#N (bromoacetonitrile). The product is NCCN1CCN(CC1)CC(C)C (4-(2-aminoethyl)-1-isobutylpiperazine). Yield: 32.2%. As a reaction SMILES: [CH2:1]([N:5]1[CH2:10][CH2:9][NH:8][CH2:7][CH2:6]1)[CH:2]([CH3:4])[CH3:3].Br[CH2:12][C:13]#[N:14]>>[NH2:14][CH2:13][CH2:12][N:8]1[CH2:9][CH2:10][N:5]([CH2:1][CH:2]([CH3:4])[CH3:3])[CH2:6][CH2:7]1. Reported procedure: By using 1-isobutylpiperazine (2.84 g) and bromoacetonitrile(2.40 g), as in the case of Reference Example 28, 1.19 g (15%) of 4-(2-aminoethyl)-1-isobutylpiperazine was obtained. Starting materials: NC=1N=C(C2=C(N1)C=CC(=N2)Cl)OCC (2-amino-4-ethoxy-6-chloropyrido[3,2-d]pyrimidine), C1(CC1)NC(=O)C=1SC(=CC1)B1OC(C(O1)(C)C)(C)C (N-(cyclopropyl)-5-(4,4,5,5-tetramethyl-1,3,2-dioxaborolan-2-yl)-2-thiophenecarboxamide), C(=O)([O-])[O-].[K+].[K+] (K2CO3). The reagents and catalysts are C=1C=CC(=CC1)[P](C=2C=CC=CC2)(C=3C=CC=CC3)[Pd]([P](C=4C=CC=CC4)(C=5C=CC=CC5)C=6C=CC=CC6)([P](C=7C=CC=CC7)(C=8C=CC=CC8)C=9C=CC=CC9)[P](C=1C=CC=CC1)(C=1C=CC=CC1)C=1C=CC=CC1 (tetrakis(triphenylphosphine)palladium(0)). Run in O1CCOCC1 (1,4-dioxane), O (water). Run at temperature 90 celsius. The product is NC=1N=C(C2=C(N1)C=CC(=N2)C2=CC=C(S2)C(NC2CC2)=O)OCC (2-amino-4-ethoxy-6-(2-(N-(cyclopropyl)carbamoyl)-5-thiophenyl)-pyrido[3,2-d]pyrimidine). Isolated yield 80.9%. RXN SMILES: [NH2:1][C:2]1[N:3]=[C:4]([O:13][CH2:14][CH3:15])[C:5]2[N:11]=[C:10](Cl)[CH:9]=[CH:8][C:6]=2[N:7]=1.[CH:16]1([NH:19][C:20]([C:22]2[S:23][C:24](B3OC(C)(C)C(C)(C)O3)=[CH:25][CH:26]=2)=[O:21])[CH2:18][CH2:17]1.C([O-])([O-])=O.[K+].[K+]>O1CCOCC1.O.C1C=CC([P]([Pd]([P](C2C=CC=CC=2)(C2C=CC=CC=2)C2C=CC=CC=2)([P](C2C=CC=CC=2)(C2C=CC=CC=2)C2C=CC=CC=2)[P](C2C=CC=CC=2)(C2C=CC=CC=2)C2C=CC=CC=2)(C2C=CC=CC=2)C2C=CC=CC=2)=CC=1>[NH2:1][C:2]1[N:3]=[C:4]([O:13][CH2:14][CH3:15])[C:5]2[N:11]=[C:10]([C:24]3[S:23][C:22]([C:20](=[O:21])[NH:19][CH:16]4[CH2:18][CH2:17]4)=[CH:26][CH:25]=3)[CH:9]=[CH:8][C:6]=2[N:7]=1 |f:2.3.4,^1:52,54,73,92|. Procedure details: To a solution of 2-amino-4-ethoxy-6-chloropyrido[3,2-d]pyrimidine (50 mg) in 1,4-dioxane (7 ml) and water (2.5 ml) was added N-(cyclopropyl)-5-(4,4,5,5-tetramethyl-1,3,2-dioxaborolan-2-yl)-2-thiophenecarboxamide (72 mg), K2CO3 (77 mg) and tetrakis(triphenylphosphine)palladium(0) (13 mg). The reaction mixture was heated to 90° C. for 1 hour. The reaction mixture was extracted with dichloromethane after which the organic layer was concentrated under reduced pressure. The crude product was purified... Reactants: O=CC1=CC(OC)=C(O)C=C1 (vanillin), O (water), [H-].[Na+] (Sodium hydride), BrCC(=O)OC (methyl bromoacetate). The solvent is C1CCOC1 (THF), CN(C)C=O (DMF). Yields the product COC(COC1=C(C=C(C=C1)C=O)OC)=O ((4-Formyl-2-methoxy-phenoxy)-acetic acid methyl ester). RXN SMILES: [O:1]=[CH:2][C:3]1[CH:11]=[CH:10][C:8]([OH:9])=[C:5]([O:6][CH3:7])[CH:4]=1.[H-].[Na+].Br[CH2:15][C:16]([O:18][CH3:19])=[O:17].O>C1COCC1.CN(C=O)C>[CH3:19][O:18][C:16](=[O:17])[CH2:15][O:9][C:8]1[CH:10]=[CH:11][C:3]([CH:2]=[O:1])=[CH:4][C:5]=1[O:6][CH3:7] |f:1.2|. Reported procedure: (4-Formyl-2-methoxy-phenoxy)-acetic acid methyl ester was prepared by dissolving vanillin (4.1 mmol) (Aldrich) in dry THF (10 mL) and dry DMF (1 mL). Sodium hydride (109 mg, 4.5 mmol) was then added to the solution slowly and the resulting mixture was stirred at room temperature for 1 h at which time methyl bromoacetate (5 mmol) (Aldrich) was added dropwise. The reaction was stirred at room temperature for 14 h at which time water (10 mL) was added and the THF was evaporated in vacuo. The aqueou... Starting materials: COC(=O)C(Cc1ccccc1)NC(C)=O, CC(C)[Mg+], [Cl-], [Cl-], Cl, [NH4+], C1CCOC1. The product is CC(=O)NC(Cc1ccccc1)C(=O)C(C)C. As a reaction SMILES: [CH3:1][O:2][C:3]([CH:4]([NH:5][C:6]([CH3:7])=[O:8])[CH2:9][c:10]1[cH:11][cH:12][cH:13][cH:14][cH:15]1)=[O:16].[CH:18]([CH3:19])([CH3:20])[Mg+:21].[Cl-:17].[Cl-:22].[ClH:24].[NH4+:23].[O:25]1[CH2:26][CH2:27][CH2:28][CH2:29]1>>[C:3]([CH:4]([NH:5][C:6]([CH3:7])=[O:8])[CH2:9][c:10]1[cH:11][cH:12][cH:13][cH:14][cH:15]1)(=[O:16])[CH:18]([CH3:19])[CH3:20].